The task is: describe an organic reaction: reactants, conditions, products, and yield. This data is from the Open Reaction Database (ORD), a public repository of structured organic reaction records. Reactants: CCOC(C)=O, CS(C)=O, O=[N+]([O-])c1ccc(F)cc1F, NCC(O)CO. Product: O=[N+]([O-])c1ccc(F)cc1NCC(O)CO. RXN SMILES: [CH3:18][CH2:19][O:20][C:21](=[O:22])[CH3:23].[CH3:24][S:25]([CH3:26])=[O:27].[F:1][c:2]1[c:3]([N+:9](=[O:10])[O-:11])[cH:4][cH:5][c:6]([F:8])[cH:7]1.[NH2:12][CH2:13][CH:14]([CH2:15][OH:16])[OH:17]>>[c:2]1([NH:12][CH2:13][CH:14]([CH2:15][OH:16])[OH:17])[c:3]([N+:9](=[O:10])[O-:11])[cH:4][cH:5][c:6]([F:8])[cH:7]1. The reactants are C(C=C)OC1(CCN(CC1)C1=C(C(=NC=2N1N=C(C2)C2=CC(=CC=C2)Br)C)[C@@H](C(=O)OC)OC(C)(C)C)C ((S)-methyl 2-(7-(4-(allyloxy)-4-methylpiperidin-1-yl)-2-(3-bromophenyl)-5-methylpyrazolo[1,5-a]pyrimidin-6-yl)-2-(tert-butoxy)acetate), FC=1C=CC(=C(C1)B(O)O)O ((5-fluoro-2-hydroxyphenyl)boronic acid), CN(C)C=O (DMF), C(=O)([O-])[O-].[Na+].[Na+] (Na2CO3), aqueous solution. Reagents/catalysts: C=1C=CC(=CC1)[P](C=2C=CC=CC2)(C=3C=CC=CC3)[Pd]([P](C=4C=CC=CC4)(C=5C=CC=CC5)C=6C=CC=CC6)([P](C=7C=CC=CC7)(C=8C=CC=CC8)C=9C=CC=CC9)[P](C=1C=CC=CC1)(C=1C=CC=CC1)C=1C=CC=CC1 (Pd(PPh3)4). Solvent: CCOC(=O)C (EtOAc). Conditions: temperature 90 celsius. Product: C(C=C)OC1(CCN(CC1)C1=C(C(=NC=2N1N=C(C2)C=2C=C(C=CC2)C2=C(C=CC(=C2)F)O)C)[C@@H](C(=O)OC)OC(C)(C)C)C ((S)-Methyl 2-(7-(4-(allyloxy)-4-methylpiperidin-1-yl)-2-(5′-fluoro-2′-hydroxy-[1,1′-biphenyl]-3-yl)-5-methylpyrazolo[1,5-a]pyrimidin-6-yl)-2-(tert-butoxy)acetate). Yield: 75.1%. RXN SMILES: [CH2:1]([O:4][C:5]1([CH3:38])[CH2:10][CH2:9][N:8]([C:11]2[N:16]3[N:17]=[C:18]([C:20]4[CH:25]=[CH:24][CH:23]=[C:22](Br)[CH:21]=4)[CH:19]=[C:15]3[N:14]=[C:13]([CH3:27])[C:12]=2[C@H:28]([O:33][C:34]([CH3:37])([CH3:36])[CH3:35])[C:29]([O:31][CH3:32])=[O:30])[CH2:7][CH2:6]1)[CH:2]=[CH2:3].[F:39][C:40]1[CH:41]=[CH:42][C:43]([OH:49])=[C:44](B(O)O)[CH:45]=1.CN(C=O)C.C([O-])([O-])=O.[Na+].[Na+]>CCOC(C)=O.C1C=CC([P]([Pd]([P](C2C=CC=CC=2)(C2C=CC=CC=2)C2C=CC=CC=2)([P](C2C=CC=CC=2)(C2C=CC=CC=2)C2C=CC=CC=2)[P](C2C=CC=CC=2)(C2C=CC=CC=2)C2C=CC=CC=2)(C2C=CC=CC=2)C2C=CC=CC=2)=CC=1>[CH2:1]([O:4][C:5]1([CH3:38])[CH2:10][CH2:9][N:8]([C:11]2[N:16]3[N:17]=[C:18]([C:20]4[CH:21]=[C:22]([C:42]5[CH:41]=[C:40]([F:39])[CH:45]=[CH:44][C:43]=5[OH:49])[CH:23]=[CH:24][CH:25]=4)[CH:19]=[C:15]3[N:14]=[C:13]([CH3:27])[C:12]=2[C@H:28]([O:33][C:34]([CH3:37])([CH3:36])[CH3:35])[C:29]([O:31][CH3:32])=[O:30])[CH2:7][CH2:6]1)[CH:2]=[CH2:3] |f:3.4.5,^1:70,72,91,110|. Reported procedure: To (S)-methyl 2-(7-(4-(allyloxy)-4-methylpiperidin-1-yl)-2-(3-bromophenyl)-5-methylpyrazolo[1,5-a]pyrimidin-6-yl)-2-(tert-butoxy)acetate (0.24 g, 0.41 mmol, 1 equiv), (5-fluoro-2-hydroxyphenyl)boronic acid (96 mg, 0.62 mmol, 1.5 equiv), and Pd(PPh3)4 (47 mg, 0.041 mmol, 0.1 equiv) was added DMF (4.1 mL that had been degassed by sparging with nitrogen for 10 min) Na2CO3 (0.41 mL of a 2 M aqueous solution, 0.82 mmol, 2 equiv) was added and the reaction was heated to 90° C. for 3 h. Upon cooling to... Starting materials: [N+](=O)([O-])C1=C(OC(C(=O)Cl)CCC)C=C(C=C1)OC1=C(C=C(C=C1)C(F)(F)F)Cl (2-[2-nitro-5-(2-chloro-4-trifluoromethylphenoxy)phenoxy]pentanoyl chloride), CNCC1=CC=CO1 (N-Methyl-N-furfurylamine). Solvent: C(Cl)Cl (methylene chloride), C(Cl)Cl (methylene chloride). Conditions: temperature -15 celsius. The product is CN(C(C(CCC)OC1=C(C=CC(=C1)OC1=C(C=C(C=C1)C(F)(F)F)Cl)[N+](=O)[O-])=O)CC1=CC=CO1 (N-methyl-N-furfuryl-2-[2-nitro-5-(2-chloro-4-trifluoromethylphenoxy)phenoxy]pentanamide). Reaction SMILES: [CH3:1][NH:2][CH2:3][C:4]1[O:8][CH:7]=[CH:6][CH:5]=1.[N+:9]([C:12]1[CH:25]=[CH:24][C:23]([O:26][C:27]2[CH:32]=[CH:31][C:30]([C:33]([F:36])([F:35])[F:34])=[CH:29][C:28]=2[Cl:37])=[CH:22][C:13]=1[O:14][CH:15]([CH2:19][CH2:20][CH3:21])[C:16](Cl)=[O:17])([O-:11])=[O:10]>C(Cl)Cl>[CH3:1][N:2]([CH2:3][C:4]1[O:8][CH:7]=[CH:6][CH:5]=1)[C:16](=[O:17])[CH:15]([O:14][C:13]1[CH:22]=[C:23]([O:26][C:27]2[CH:32]=[CH:31][C:30]([C:33]([F:34])([F:36])[F:35])=[CH:29][C:28]=2[Cl:37])[CH:24]=[CH:25][C:12]=1[N+:9]([O-:11])=[O:10])[CH2:19][CH2:20][CH3:21]. Procedure details: N-Methyl-N-furfurylamine (0.015 mole) triethylamine (5 ml) and methylene chloride (50 ml) are charged into a glass reaction vessel equipped with a mechanical stirrer, thermometer and addition funnel. The reaction mixture is cooled to about -15° C. and a solution of 2-[2-nitro-5-(2-chloro-4-trifluoromethylphenoxy)phenoxy]pentanoyl chloride (0.01 mole) in methylene chloride (50 ml) is added dropwise with stirring. After the addition is completed the reaction mixture is allowed to warm to room temp... The reactants are resultant mixture, ClC1=CC(=C(C=C1OCC#C)[N+](=O)[O-])F (4-chloro-2-fluoro-5-(2-propynyloxy)nitrobenzene), O (Water). Reagents/catalysts: [Fe] (iron). The solvent is C(C)(=O)O (acetic acid), C(C)(=O)O (acetic acid). Conditions: temperature 90 celsius. The product is ClC1=CC(=C(N)C=C1OCC#C)F (4-chloro-2-fluoro-5-(2-propynyloxy)aniline). Isolated yield 72.6%. As a reaction SMILES: [Cl:1][C:2]1[C:7]([O:8][CH2:9][C:10]#[CH:11])=[CH:6][C:5]([N+:12]([O-])=O)=[C:4]([F:15])[CH:3]=1.O>C(O)(=O)C.[Fe]>[Cl:1][C:2]1[C:7]([O:8][CH2:9][C:10]#[CH:11])=[CH:6][C:5]([NH2:12])=[C:4]([F:15])[CH:3]=1. Reported procedure: A suspension of electrolytic iron powder (3.5 g) in a 5% aqueous acetic acid solution was heated to 90° C., and a solution of 4-chloro-2-fluoro-5-(2-propynyloxy)nitrobenzene (5.7 g) in acetic acid (40 ml) was dropwise added thereto at the same temperature. The resultant mixture was stirred at 90°-105° C. for 1 hour and allowed to cool to room temperature. Water (200 ml) was added thereto. Insoluble materials were filtered, and the filtrate was neutralized, followed by extraction with ethyl aceta... Reactants: OCC=1C(=C(C=CC1)O)CC(=C)C (3-(hydroxymethyl)-2-(2-methylallyl)phenol), OCC=1C(=C(C=CC1)O)CC(=C)C (3-(hydroxymethyl)-2-(2-methylallyl)phenol). The reagents and catalysts are S(O)(O)(=O)=O (sulfuric acid). Solvent: C(C)(=O)OCC (ethyl acetate), O (water), C(C)(=O)OCC (ethyl acetate). Reaction conditions: time 4 hour. Product: CC1(OCC=2C=CC=C(C2C1)O)C (3,3-dimethylisochroman-5-ol). Isolated yield 36.5%. As a reaction SMILES: [OH:1][CH2:2][C:3]1[C:4]([CH2:10][C:11]([CH3:13])=[CH2:12])=[C:5]([OH:9])[CH:6]=[CH:7][CH:8]=1>C(OCC)(=O)C.S(=O)(=O)(O)O.O>[CH3:12][C:11]1([CH3:13])[CH2:10][C:4]2[C:5]([OH:9])=[CH:6][CH:7]=[CH:8][C:3]=2[CH2:2][O:1]1. Procedure details: 3-(hydroxymethyl)-2-(2-methylallyl)phenol (Intermediate 169, 360 mg, 2 mmol) was dissolved in ethyl acetate (20 ml), two drops of sulfuric acid were added to the solution that was stirred for 4 hours at room temperature. After this time the reaction was diluted with water (40 ml) and ethyl acetate (40 ml). Phases were separated and the organic layer was dried over Na2SO4 and evaporated in vacuo to afford a colourless oil. The oil was triturated with cyclohexane to obtain a white solid that was f... The reactants are [Al+3], CCOC(=O)CCc1cc(-c2ccc(C(F)(F)F)cc2)oc1CC, [H-], [H-], [H-], [H-], [Li+], [Na+], C1CCOC1, [OH-], O. Yields the product CCc1oc(-c2ccc(C(F)(F)F)cc2)cc1CCCO. As a reaction SMILES: [Al+3:3].[CH2:7]([CH3:8])[c:9]1[o:10][c:11](-[c:21]2[cH:22][cH:23][c:24]([C:27]([F:28])([F:29])[F:30])[cH:25][cH:26]2)[cH:12][c:13]1[CH2:14][CH2:15][C:16](=[O:17])[O:18][CH2:19][CH3:20].[H-:1].[H-:4].[H-:5].[H-:6].[Li+:2].[Na+:33].[O:34]1[CH2:35][CH2:36][CH2:37][CH2:38]1.[OH-:32].[OH2:31]>>[CH2:7]([CH3:8])[c:9]1[o:10][c:11](-[c:21]2[cH:22][cH:23][c:24]([C:27]([F:28])([F:29])[F:30])[cH:25][cH:26]2)[cH:12][c:13]1[CH2:14][CH2:15][CH2:16][OH:17].